Dataset: the Open Reaction Database (ORD), a public repository of structured organic reaction records. Task: describe an organic reaction: reactants, conditions, products, and yield The reactants are [BH4-], CCO, O=C(CN1C2=NCCCN2c2ccccc21)c1ccc(Cl)cc1, [Na+]. The product is OC(CN1C2=NCCCN2c2ccccc21)c1ccc(Cl)cc1. RXN SMILES: [BH4-:1].[CH3:26][CH2:27][OH:28].[Cl:3][c:4]1[cH:5][cH:6][c:7]([C:8]([CH2:9][N:10]2[C:11]3=[N:22][CH2:21][CH2:20][CH2:19][N:12]3[c:13]3[c:14]2[cH:15][cH:16][cH:17][cH:18]3)=[O:23])[cH:24][cH:25]1.[Na+:2]>>[Cl:3][c:4]1[cH:5][cH:6][c:7]([CH:8]([CH2:9][N:10]2[C:11]3=[N:22][CH2:21][CH2:20][CH2:19][N:12]3[c:13]3[c:14]2[cH:15][cH:16][cH:17][cH:18]3)[OH:23])[cH:24][cH:25]1. Starting materials: C(C(=O)Cl)(=O)Cl (oxalyl chloride), CS(=O)C (DMSO), TEA, CC(CO)(CC#CCN1CCOCC1)C (2,2-dimethyl-6-morpholin-4-ylhex-4-yn-1-ol), O (Water). Solvent: C(Cl)Cl (DCM), C(Cl)Cl (DCM), C(Cl)Cl (DCM). Run at temperature -78 celsius, time 15 minute. Yields the product CC(C=O)(CC#CCN1CCOCC1)C (2,2-dimethyl-6-morpholin-4-ylhex-4-ynal). The yield is 99.8%. Reaction SMILES: C(Cl)(=O)C(Cl)=O.CS(C)=O.[CH3:11][C:12]([CH3:25])([CH2:15][C:16]#[C:17][CH2:18][N:19]1[CH2:24][CH2:23][O:22][CH2:21][CH2:20]1)[CH2:13][OH:14].O>C(Cl)Cl>[CH3:11][C:12]([CH3:25])([CH2:15][C:16]#[C:17][CH2:18][N:19]1[CH2:24][CH2:23][O:22][CH2:21][CH2:20]1)[CH:13]=[O:14]. Procedure: To a solution of oxalyl chloride (152 μl; 1.74 mmol) in DCM (4 mL) at −78° C. was added a solution of DMSO (237 μl; 3.34 mmol) in DCM (2 mL). The mixture was stirred for 5 min before the addition of a solution of 2,2-dimethyl-6-morpholin-4-ylhex-4-yn-1-ol (307 mg; 1.45 mmol) in DCM (2 mL). The mixture was stirred again at −78° C. for 15 min and TEA (1.05 mL) was added. It was then brought back to rt and stirred for 2 h. Water was added. Organic phase was washed with a saturated solution of NaHCO... Starting materials: COC(=O)CC(C)=O, Cc1ccccc1, Cc1cc(Cl)cc(C)c1N, O, Cc1ccc(S(=O)(=O)O)cc1. Product: COC(=O)C=C(C)Nc1c(C)cc(Cl)cc1C. Reaction SMILES: [C:11]([CH2:12][C:13](=[O:14])[CH3:15])(=[O:16])[O:17][CH3:18].[CH3:31][c:32]1[cH:33][cH:34][cH:35][cH:36][cH:37]1.[Cl:1][c:2]1[cH:3][c:4]([CH3:10])[c:5]([NH2:6])[c:7]([CH3:9])[cH:8]1.[OH2:19].[c:20]1([CH3:21])[cH:22][cH:23][c:24]([S:25]([OH:26])(=[O:27])=[O:28])[cH:29][cH:30]1>>[Cl:1][c:2]1[cH:3][c:4]([CH3:10])[c:5]([NH:6][C:13](=[CH:12][C:11](=[O:16])[O:17][CH3:18])[CH3:15])[c:7]([CH3:9])[cH:8]1. RXN SMILES: [Br:7][CH2:8][CH2:9][CH2:10][CH2:11][C:12]([C:13](=[O:14])[O-:15])([CH3:16])[CH3:17].[CH3:18][CH:19]([CH2:20][AlH:21][CH2:22][CH:23]([CH3:24])[CH3:25])[CH3:26].[CH3:28][CH2:29][CH2:30][CH2:31][CH2:32][CH3:33].[CH3:34][CH2:35][O:36][CH2:37][CH3:38].[OH2:27].[cH:1]1[cH:2][cH:3][cH:4][cH:5][cH:6]1>>[Br:7][CH2:8][CH2:9][CH2:10][CH2:11][C:12]([CH2:13][OH:14])([CH3:16])[CH3:17]. Starting materials: CC(C)(CCCCBr)C(=O)[O-], CC(C)C[AlH]CC(C)C, CCCCCC, CCOCC, O, c1ccccc1. The product is CC(C)(CO)CCCCBr. Reactants: 90, N1=C(C=CC=C1)NC1CCN(CC1)C(=O)OCC (ethyl 4-(2-pyridinylamino)-1-piperidinecarboxylate), [OH-].[K+] (potassium hydroxide). The solvent is CC(C)O (2-propanol). Yields the product 13, N1CCC(CC1)NC1=NC=CC=C1 (N-(4-piperidinyl)-2-pyridinamine). RXN SMILES: [N:1]1[CH:6]=[CH:5][CH:4]=[CH:3][C:2]=1[NH:7][CH:8]1[CH2:13][CH2:12][N:11](C(OCC)=O)[CH2:10][CH2:9]1.[OH-].[K+]>CC(O)C>[NH:11]1[CH2:12][CH2:13][CH:8]([NH:7][C:2]2[CH:3]=[CH:4][CH:5]=[CH:6][N:1]=2)[CH2:9][CH2:10]1 |f:1.2|. Procedure details: A mixture of 90 parts of ethyl 4-(2-pyridinylamino)-1-piperidinecarboxylate, 90 parts of potassium hydroxide and 720 parts of 2-propanol is stirred and refluxed for 2 days. The reaction mixture is evaporated. 1000 Parts of water are added to the residue and the product is extracted with dichloromethane. The extract is dried, filtered and evaporated. The residue is crystallized from 2,2'-oxybispropane, yielding 13 parts of N-(4-piperidinyl)-2-pyridinamine.